Dataset: the Open Reaction Database (ORD), a public repository of structured organic reaction records. Task: describe an organic reaction: reactants, conditions, products, and yield The reactants are formula 1, lower alkyl esters, formula 1, lower alkanol, CO (methanol), formula 1, lower alkanol, esters, OC(C=C[C@H]1[C@@H](C(CC1)=O)CCCCCCC(=O)O)(CCCCC)C (trans-7-[2-(3-hydroxy-3-methyl-1-octenyl)-5-oxocyclopentyl]heptanoic acid). Product: OC(C=C[C@H]1[C@@H](C(CC1)=O)CCCCCCC(=O)OC)(CCCCC)C (methyl trans-7-[2-(3-hydroxy-3-methyl-1-octenyl)-5-oxocyclopentyl]heptanoate). As a reaction SMILES: [OH:1][C:2]([CH3:25])([CH2:20][CH2:21][CH2:22][CH2:23][CH3:24])[CH:3]=[CH:4][C@@H:5]1[CH2:9][CH2:8][C:7](=[O:10])[C@H:6]1[CH2:11][CH2:12][CH2:13][CH2:14][CH2:15][CH2:16][C:17]([OH:19])=[O:18].[CH3:26]O>>[OH:1][C:2]([CH3:25])([CH2:20][CH2:21][CH2:22][CH2:23][CH3:24])[CH:3]=[CH:4][C@@H:5]1[CH2:9][CH2:8][C:7](=[O:10])[C@H:6]1[CH2:11][CH2:12][CH2:13][CH2:14][CH2:15][CH2:16][C:17]([O:19][CH3:26])=[O:18]. Reported procedure: In the same manner but using the appropriate choice of the compound of formula 1 and lower alkanol, other corresponding esters of formula 1 (R1 = lower alkyl) are prepared; for example, the corresponding lower alkyl esters of the products of Table IV. More specifically exemplified, the choice of trans-7-[2-(3-hydroxy-3-methyl-1-octenyl)-5-oxocyclopentyl]heptanoic acid, described in Example 68, as the compound of formula 1 and methanol as the lower alkanol in the procedure of this example give me... Reactants: Cc1ccccc1, CC(=O)OC(C)=O, Cc1nnc(N)s1. Product: CC(=O)Nc1nnc(C)s1. As a reaction SMILES: [CH3:15][c:16]1[cH:17][cH:18][cH:19][cH:20][cH:21]1.[CH3:8][C:9](=[O:10])[O:11][C:12](=[O:13])[CH3:14].[NH2:1][c:2]1[s:3][c:4]([CH3:7])[n:5][n:6]1>>[NH:1]([c:2]1[s:3][c:4]([CH3:7])[n:5][n:6]1)[C:9]([CH3:8])=[O:10].